This data is from the Open Reaction Database (ORD), a public repository of structured organic reaction records. The task is: describe an organic reaction: reactants, conditions, products, and yield Reactants: O=Cc1ccccc1Br, ClCCl, [Mg+2], NC(CO)c1ccccc1, O=S(=O)([O-])[O-]. The product is OCC(N=Cc1ccccc1Br)c1ccccc1. RXN SMILES: [Br:11][c:12]1[c:13]([CH:14]=[O:15])[cH:16][cH:17][cH:18][cH:19]1.[CH2:26]([Cl:27])[Cl:28].[Mg+2:20].[NH2:1][CH:2]([CH2:3][OH:4])[c:5]1[cH:6][cH:7][cH:8][cH:9][cH:10]1.[O-:21][S:22](=[O:23])(=[O:24])[O-:25]>>[N:1]([CH:2]([CH2:3][OH:4])[c:5]1[cH:6][cH:7][cH:8][cH:9][cH:10]1)=[CH:14][c:13]1[c:12]([Br:11])[cH:19][cH:18][cH:17][cH:16]1. Starting materials: OCC1=CC2=C(C(NC3=C(S2)C=CC=C3)=O)C=C1 (3-Hydroxymethyl-10,11-dihydro-11-oxodibenzo[b,f][1,4]thiazepine), O (water), C1=CC=CC=C1 (benzene), P(Br)(Br)Br (phosphorous tribromide). The solvent is C1(=CC=CC=C1)C (toluene). Reaction conditions: time 1 hour. Yields the product BrCC1=CC2=C(C(NC3=C(S2)C=CC=C3)=O)C=C1 (3-Bromomethyl-10,11-dihydro-11-oxodibenzo[b,f][1,4]thiazepine). As a reaction SMILES: O[CH2:2][C:3]1[CH:18]=[CH:17][C:6]2[C:7](=[O:16])[NH:8][C:9]3[CH:15]=[CH:14][CH:13]=[CH:12][C:10]=3[S:11][C:5]=2[CH:4]=1.C1C=CC=CC=1.P(Br)(Br)[Br:26].O>C1(C)C=CC=CC=1>[Br:26][CH2:2][C:3]1[CH:18]=[CH:17][C:6]2[C:7](=[O:16])[NH:8][C:9]3[CH:15]=[CH:14][CH:13]=[CH:12][C:10]=3[S:11][C:5]=2[CH:4]=1. Procedure: Dissolve 4.43 gm. of the alcohol of Step A in 100 cc. of benzene and add 1 cc (10.5 mmole) of phosphorous tribromide. Stir at room temperature for 1 hour, add water and then dilute with toluene. Wash three times with water, dry and strip to a solid residue.